Dataset: the Open Reaction Database (ORD), a public repository of structured organic reaction records. Task: describe an organic reaction: reactants, conditions, products, and yield The reactants are Cl.C(C)OC=1C=C(C=C(C1)C)N1N=C(C=C1CN)C(F)(F)F ((1-(3-ethoxy-5-methylphenyl)-3-(trifluoromethyl)-1H-pyrazol-5-yl)methanamine hydrochloride), TEA, FC=1C=C(C=CC1COCCO)NC(OC1=CC=CC=C1)=O (phenyl 3-fluoro-4-((2-hydroxyethoxy)methyl)-phenylcarbamate). Solvent: C(C)#N (acetonitrile). The product is C(C)OC=1C=C(C=C(C1)C)N1N=C(C=C1CNC(=O)NC1=CC(=C(C=C1)COCCO)F)C(F)(F)F (1-((1-(3-ethoxy-5-methylphenyl)-3-(trifluoromethyl)-1H-pyrazol-5-yl)methyl)-3-(3-fluoro-4-((2-hydroxyethoxy)methyl)phenyl)urea). Isolated yield 39.2%. RXN SMILES: Cl.[CH2:2]([O:4][C:5]1[CH:6]=[C:7]([N:12]2[C:16]([CH2:17][NH2:18])=[CH:15][C:14]([C:19]([F:22])([F:21])[F:20])=[N:13]2)[CH:8]=[C:9]([CH3:11])[CH:10]=1)[CH3:3].[F:23][C:24]1[CH:25]=[C:26]([NH:35][C:36](=O)[O:37]C2C=CC=CC=2)[CH:27]=[CH:28][C:29]=1[CH2:30][O:31][CH2:32][CH2:33][OH:34]>C(#N)C>[CH2:2]([O:4][C:5]1[CH:6]=[C:7]([N:12]2[C:16]([CH2:17][NH:18][C:36]([NH:35][C:26]3[CH:27]=[CH:28][C:29]([CH2:30][O:31][CH2:32][CH2:33][OH:34])=[C:24]([F:23])[CH:25]=3)=[O:37])=[CH:15][C:14]([C:19]([F:20])([F:21])[F:22])=[N:13]2)[CH:8]=[C:9]([CH3:11])[CH:10]=1)[CH3:3] |f:0.1|. Reported procedure: To a stirred solution of (1-(3-ethoxy-5-methylphenyl)-3-(trifluoromethyl)-1H-pyrazol-5-yl)methanamine hydrochloride (100 mg, 0.300 mmol, 1.0 eq) in acetonitrile (7 mL) was added TEA (0.166 mL, 1.20 mmol, 4.0 eq) followed by phenyl 3-fluoro-4-((2-hydroxyethoxy)methyl)-phenylcarbamate (93 mg, 0.306 mmol, 1.02 eq) and stirred at reflux for 16 h. The solvent of the reaction mixture was evaporated and the residue was purified by column chromatography (EtOAc/cyclohexane (1:1)) to get 1-((1-(3-ethoxy-5... Reactants: C(C)(C)(C)OC(CBr)=O (bromo-acetic acid tert-butyl ester), [H-].[Na+] (sodium hydride), CC=1N=C(SC1C(C)OC1=CC=C2C=CNC2=C1)C1=CC=C(C=C1)C(F)(F)F ([rac]-6-{1-[4-methyl-2-(4-trifluoromethyl-phenyl)-thiazol-5-yl]-ethoxy}-1H-indole). Run in CN(C)C=O (DMF). Product: C(C)(C)(C)OC(CN1C=CC2=CC=C(C=C12)OC(C)C1=C(N=C(S1)C1=CC=C(C=C1)C(F)(F)F)C)=O ([rac]-(6-{1-[4-methyl-2-(4-trifluoromethyl-phenyl)-thiazol-5-yl]-ethoxy}-indol-1-yl)-acetic acid tert-butyl ester). Reaction SMILES: [CH3:1][C:2]1[N:3]=[C:4]([C:19]2[CH:24]=[CH:23][C:22]([C:25]([F:28])([F:27])[F:26])=[CH:21][CH:20]=2)[S:5][C:6]=1[CH:7]([O:9][C:10]1[CH:18]=[C:17]2[C:13]([CH:14]=[CH:15][NH:16]2)=[CH:12][CH:11]=1)[CH3:8].[C:29]([O:33][C:34](=[O:37])[CH2:35]Br)([CH3:32])([CH3:31])[CH3:30].[H-].[Na+]>CN(C=O)C>[C:29]([O:33][C:34](=[O:37])[CH2:35][N:16]1[C:17]2[C:13](=[CH:12][CH:11]=[C:10]([O:9][CH:7]([C:6]3[S:5][C:4]([C:19]4[CH:24]=[CH:23][C:22]([C:25]([F:28])([F:27])[F:26])=[CH:21][CH:20]=4)=[N:3][C:2]=3[CH3:1])[CH3:8])[CH:18]=2)[CH:14]=[CH:15]1)([CH3:32])([CH3:31])[CH3:30] |f:2.3|. Procedure: In analogy to the procedure described in example 1 b], [rac]-6-{1-[4-methyl-2-(4-trifluoromethyl-phenyl)-thiazol-5-yl]-ethoxy}-1H-indole was reacted with bromo-acetic acid tert-butyl ester in the presence of sodium hydride in DMF to yield [rac]-(6-{1-[4-methyl-2-(4-trifluoromethyl-phenyl)-thiazol-5-yl]-ethoxy}-indol-1-yl)-acetic acid tert-butyl ester as colorless gum.